describe an organic reaction: reactants, conditions, products, and yield From a dataset of the Open Reaction Database (ORD), a public repository of structured organic reaction records. Reactants: [Cl-].C(N)(=O)C1=CC=[N+](C=C1)C1=C(C=C(C=C1)[N+](=O)[O-])[N+](=O)[O-] (4-carbamoyl-1-(2,4-dinitrophenyl)-pyridinium chloride), COC=1C=C(N)C=CC1 (3-methoxyaniline). The solvent is CO (methanol). Run at time 16 hour. Product: [Cl-].C(N)(=O)C1=CC=[N+](C=C1)C1=CC(=CC=C1)OC (4-carbamoyl-1-(3-methoxyphenyl)pyridinium chloride). Reaction SMILES: [Cl-:1].[C:2]([C:5]1[CH:10]=[CH:9][N+:8]([C:11]2[CH:16]=[CH:15][C:14]([N+]([O-])=O)=[CH:13][C:12]=2[N+]([O-])=O)=[CH:7][CH:6]=1)(=[O:4])[NH2:3].[CH3:23][O:24]C1C=C(C=CC=1)N>CO>[Cl-:1].[C:2]([C:5]1[CH:10]=[CH:9][N+:8]([C:11]2[CH:16]=[CH:15][CH:14]=[C:13]([O:24][CH3:23])[CH:12]=2)=[CH:7][CH:6]=1)(=[O:4])[NH2:3] |f:0.1,4.5|. Procedure: A mixture of 4-carbamoyl-1-(2,4-dinitrophenyl)-pyridinium chloride (43.2 g, prepared in a similar manner to that described in Example 2), 3-methoxyaniline (34 g) and methanol (1500 ml) was stirred at ambient temperature for 16 hours. The mixture was then warmed at 40° C. for 30 minutes, and stirring was continued for 2 hours at ambient temperature, then the solvent was removed in vacuo. Ether was added to the resulting oily solid and the solid collected by filtration. The solid was triturated in...